From a dataset of the Open Reaction Database (ORD), a public repository of structured organic reaction records. describe an organic reaction: reactants, conditions, products, and yield Reactants: C1CCOC1, O=C=NCCCl, Cc1c(N)cccc1NS(C)(=O)=O. The product is Cc1c(NC(=O)NCCCl)cccc1NS(C)(=O)=O. As a reaction SMILES: [CH2:20]1[O:21][CH2:22][CH2:23][CH2:24]1.[Cl:14][CH2:15][CH2:16][N:17]=[C:18]=[O:19].[NH2:1][c:2]1[c:3]([CH3:13])[c:4]([NH:8][S:9](=[O:10])(=[O:11])[CH3:12])[cH:5][cH:6][cH:7]1>>[NH:1]([c:2]1[c:3]([CH3:13])[c:4]([NH:8][S:9](=[O:10])(=[O:11])[CH3:12])[cH:5][cH:6][cH:7]1)[C:18]([NH:17][CH2:16][CH2:15][Cl:14])=[O:19]. Reactants: C1=CC=CC2=C1C1=C(OC2=O)C=2C=CC=CC2C1=O (Benz[d]indeno[1,2-b]pyran-5,11-dione), NCCCCCN (1,5-diaminopentane), C(Cl)(Cl)Cl (CHCl3). Reaction conditions: time 30 minute. The product is Cl.NCCCCCN1C(C2=CC=CC=C2C2=C1C=1C=CC=CC1C2=O)=O (6-(5-Aminopentyl)-5,6-dihydro-5,11-diketo-11H-indeno[1,2-c]isoquinoline Hydrochloride). Yield: 82.0%. RXN SMILES: [CH:1]1[C:6]2[C:7]3[C:18](=O)[C:17]4[CH:16]=[CH:15][CH:14]=[CH:13][C:12]=4[C:8]=3[O:9][C:10](=[O:11])[C:5]=2[CH:4]=[CH:3][CH:2]=1.[NH2:20][CH2:21][CH2:22][CH2:23][CH2:24][CH2:25][NH2:26].C(Cl)(Cl)[Cl:28]>>[ClH:28].[NH2:20][CH2:21][CH2:22][CH2:23][CH2:24][CH2:25][N:26]1[C:7]2[C:6]3[CH:1]=[CH:2][CH:3]=[CH:4][C:5]=3[C:10](=[O:11])[C:18]=2[C:17]2[C:12](=[CH:13][CH:14]=[CH:15][CH:16]=2)[C:8]1=[O:9] |f:3.4|. Procedure: Benz[d]indeno[1,2-b]pyran-5,11-dione (4d) (0.100 g, 0.403 mmol) was treated with 1,5-diaminopentane (0.206 g, 2.014 mmol) in CHCl3 (40 mL) and the reaction mixture was heated at reflux for 16 h. The reaction mixture was allowed to cool to room temperature and washed with water (3×15 mL). The solution was dried over sodium sulfate, filtered, and treated with 2 M HCl in Et2O (5 mL). After 30 min, the reaction mixture was filtered and the filter pad was washed with CHCl3 (50 mL) and hexanes (50 mL)...